From a dataset of the Open Reaction Database (ORD), a public repository of structured organic reaction records. describe an organic reaction: reactants, conditions, products, and yield Reactants: COc1ccc2c(c1)OCC(c1c(F)c(F)c(F)c(F)c1F)C2c1ccc(OCCN2CCCC2)cc1, Cl, c1ccncc1. The product is Oc1ccc2c(c1)OCC(c1c(F)c(F)c(F)c(F)c1F)C2c1ccc(OCCN2CCCC2)cc1. RXN SMILES: [CH3:1][O:2][c:3]1[cH:4][cH:5][c:6]2[c:11]([cH:12]1)[O:10][CH2:9][CH:8]([c:13]1[c:14]([F:23])[c:15]([F:22])[c:16]([F:21])[c:17]([F:20])[c:18]1[F:19])[CH:7]2[c:24]1[cH:25][cH:26][c:27]([O:30][CH2:31][CH2:32][N:33]2[CH2:34][CH2:35][CH2:36][CH2:37]2)[cH:28][cH:29]1.[ClH:38].[n:39]1[cH:40][cH:41][cH:42][cH:43][cH:44]1>>[OH:2][c:3]1[cH:4][cH:5][c:6]2[c:11]([cH:12]1)[O:10][CH2:9][CH:8]([c:13]1[c:14]([F:23])[c:15]([F:22])[c:16]([F:21])[c:17]([F:20])[c:18]1[F:19])[CH:7]2[c:24]1[cH:25][cH:26][c:27]([O:30][CH2:31][CH2:32][N:33]2[CH2:34][CH2:35][CH2:36][CH2:37]2)[cH:28][cH:29]1. The reactants are CO, [Li+], C1CCOC1, [OH-], O, COC(=O)c1cc(NC(=O)NC2CN(C(=O)C(C)(C)C)c3ccc(C)cc3N(CC(=O)c3ccccc3C)C2=O)ccc1Cl. Yields the product Cc1ccc2c(c1)N(CC(=O)c1ccccc1C)C(=O)C(NC(=O)Nc1ccc(Cl)c(C(=O)O)c1)CN2C(=O)C(C)(C)C. RXN SMILES: [CH3:53][OH:54].[Li+:47].[O:48]1[CH2:49][CH2:50][CH2:51][CH2:52]1.[OH-:46].[OH2:45].[c:1]1([CH3:44])[c:2]([C:7](=[O:8])[CH2:9][N:10]2[C:11](=[O:43])[CH:12]([NH:28][C:29](=[O:30])[NH:31][c:32]3[cH:33][c:34]([C:39](=[O:40])[O:41][CH3:42])[c:35]([Cl:38])[cH:36][cH:37]3)[CH2:13][N:14]([C:22]([C:23]([CH3:24])([CH3:25])[CH3:26])=[O:27])[c:15]3[c:16]2[cH:17][c:18]([CH3:21])[cH:19][cH:20]3)[cH:3][cH:4][cH:5][cH:6]1>>[c:1]1([CH3:44])[c:2]([C:7](=[O:8])[CH2:9][N:10]2[C:11](=[O:43])[CH:12]([NH:28][C:29](=[O:30])[NH:31][c:32]3[cH:33][c:34]([C:39](=[O:40])[OH:41])[c:35]([Cl:38])[cH:36][cH:37]3)[CH2:13][N:14]([C:22]([C:23]([CH3:24])([CH3:25])[CH3:26])=[O:27])[c:15]3[c:16]2[cH:17][c:18]([CH3:21])[cH:19][cH:20]3)[cH:3][cH:4][cH:5][cH:6]1.